From a dataset of the Open Reaction Database (ORD), a public repository of structured organic reaction records. describe an organic reaction: reactants, conditions, products, and yield The reactants are C1CCOC1, COC(=O)C1CCC(c2nnn[nH]2)CC1, [Li+], [OH-], O. Product: O=C(O)C1CCC(c2nnn[nH]2)CC1. RXN SMILES: [CH2:18]1[O:19][CH2:20][CH2:21][CH2:22]1.[CH3:1][O:2][C:3](=[O:4])[CH:5]1[CH2:6][CH2:7][CH:8]([c:11]2[n:12][n:13][n:14][nH:15]2)[CH2:9][CH2:10]1.[Li+:16].[OH-:17].[OH2:23]>>[O:2]=[C:3]([OH:4])[CH:5]1[CH2:6][CH2:7][CH:8]([c:11]2[n:12][n:13][n:14][nH:15]2)[CH2:9][CH2:10]1.